From a dataset of the Open Reaction Database (ORD), a public repository of structured organic reaction records. describe an organic reaction: reactants, conditions, products, and yield Reactants: C(C(C)=C)N (methallylamine), [O-]S(=O)(=O)[O-].[Mg+2] (MgSO4), C(C1=CC=CC=C1)=O (benzaldehyde), [BH4-].[Na+] (NaBH4). Run in C1CCOC1 (THF). Run at time 22 hour. Product: C(C1=CC=CC=C1)NCC(=C)C (Benzyl-(2-methyl-allyl)-amine). The yield is 91.9%. As a reaction SMILES: [CH:1](=O)[C:2]1[CH:7]=[CH:6][CH:5]=[CH:4][CH:3]=1.[CH2:9]([NH2:13])[C:10](=[CH2:12])[CH3:11].[O-]S([O-])(=O)=O.[Mg+2].[BH4-].[Na+]>C1COCC1>[CH2:1]([NH:13][CH2:9][C:10]([CH3:12])=[CH2:11])[C:2]1[CH:7]=[CH:6][CH:5]=[CH:4][CH:3]=1 |f:2.3,4.5|. Reported procedure: Add benzaldehyde (14.5 mL, 143 mmol) to a mixture of methallylamine (9.73 g, 137 mmol) and MgSO4 (15.0 g, 125 mmol) in THF (180 mL). Stir for 22 h, filter the mixture, and concentrate the filtrate. Dissolve the residue in EtOH (200 mL) and treat with NaBH4 (5.00 g, 132 mmol) in 3 portions. After 19 h, remove the solvent by rotary evaporation. Treat the residue with 1 M HCl (200 mL) then 5 M HCl (20 mL). Wash the solution with tert-butyl methyl ether (250 mL) and then treat with 5 M NaOH (50 mL) ... Starting materials: CO, CCOC(=O)c1cn(C)n(-c2c(Cl)cccc2Cl)c1=O, [Na+], C1CCOC1, [OH-]. The product is Cn1cc(C(=O)O)c(=O)n1-c1c(Cl)cccc1Cl. Reaction SMILES: [CH3:28][OH:29].[Cl:1][c:2]1[c:3](-[n:9]2[n:10]([CH3:20])[cH:11][c:12]([C:15](=[O:16])[O:17][CH2:18][CH3:19])[c:13]2=[O:14])[c:4]([Cl:8])[cH:5][cH:6][cH:7]1.[Na+:27].[O:21]1[CH2:22][CH2:23][CH2:24][CH2:25]1.[OH-:26]>>[Cl:1][c:2]1[c:3](-[n:9]2[n:10]([CH3:20])[cH:11][c:12]([C:15](=[O:16])[OH:17])[c:13]2=[O:14])[c:4]([Cl:8])[cH:5][cH:6][cH:7]1. Starting materials: N([C@H](CCC)C(=O)O)C(=O)OCC1=CC=CC=C1 (Z-(D)-Nva-OH), C1CCC(CC1)N=C=NC2CCCCC2 (DCC), N[C@@H](CC(C)C)C(=O)N[C@@H](CCCNC(N[N+](=O)[O-])=N)C(=O)N1[C@H](C(=O)NCC(=O)N)CCC1 (H-Leu-Arg(NO2)-Pro-Gly-NH2), C1C2C=CC1C3C2C(=O)N(C3=O)O (HONB). Run in CO (Methanol), CN(C=O)C (dimethylformamide). Conditions: temperature 0 celsius, time 10 hour. The product is N([C@H](CCC)C(=O)N[C@@H](CC(C)C)C(=O)N[C@@H](CCCNC(N[N+](=O)[O-])=N)C(=O)N1[C@H](C(=O)NCC(=O)N)CCC1)C(=O)OCC1=CC=CC=C1 (Z-(D)-Nva-Leu-Arg(NO2)-Pro-Gly-NH2). Reaction SMILES: [NH:1]([C:9]([O:11][CH2:12][C:13]1[CH:18]=[CH:17][CH:16]=[CH:15][CH:14]=1)=[O:10])[C@@H:2]([C:6]([OH:8])=O)[CH2:3][CH2:4][CH3:5].[NH2:19][C@H:20]([C:25]([NH:27][C@H:28]([C:39]([N:41]1[CH2:52][CH2:51][CH2:50][C@H:42]1[C:43]([NH:45][CH2:46][C:47]([NH2:49])=[O:48])=[O:44])=[O:40])[CH2:29][CH2:30][CH2:31][NH:32][C:33](=[NH:38])[NH:34][N+:35]([O-:37])=[O:36])=[O:26])[CH2:21][CH:22]([CH3:24])[CH3:23].C1C2C3C(=O)N(O)C(=O)C3C1C=C2.C1CCC(N=C=NC2CCCCC2)CC1>CO.CN(C)C=O>[NH:1]([C:9]([O:11][CH2:12][C:13]1[CH:18]=[CH:17][CH:16]=[CH:15][CH:14]=1)=[O:10])[C@@H:2]([C:6]([NH:19][C@H:20]([C:25]([NH:27][C@H:28]([C:39]([N:41]1[CH2:52][CH2:51][CH2:50][C@H:42]1[C:43]([NH:45][CH2:46][C:47]([NH2:49])=[O:48])=[O:44])=[O:40])[CH2:29][CH2:30][CH2:31][NH:32][C:33](=[NH:38])[NH:34][N+:35]([O-:37])=[O:36])=[O:26])[CH2:21][CH:22]([CH3:24])[CH3:23])=[O:8])[CH2:3][CH2:4][CH3:5]. Procedure: To a solution of Z-(D)-Nva-OH(380 mg), H-Leu-Arg(NO2)-Pro-Gly-NH2 (690 mg.) and HONB (300 mg.) in 5 ml. of dimethylformamide is added 340 mg. of DCC at 0°C with stirring. The mixture is stirred for 2 hours at 0°C and for additional 10 hours at room temperature. The reaction mixture is filtered to remove the formed dicyclohexyl-urea, and the filtrate is evaporated to dryness. The resulting residue is dissolved in 100 ml. of chloroform and the solution is washed with 4 % aqueous sodium bicarbonate...